Dataset: the Open Reaction Database (ORD), a public repository of structured organic reaction records. Task: describe an organic reaction: reactants, conditions, products, and yield The reactants are Cn1ncn(-c2ccc(CBr)cc2)c1=O, CS(C)=O, CCN(C(C)C)C(C)C, OC(c1ccc(OC(F)(F)F)cc1)(c1ccc(OC(F)(F)F)cc1)C1CCNCC1. Yields the product Cn1ncn(-c2ccc(CN3CCC(C(O)(c4ccc(OC(F)(F)F)cc4)c4ccc(OC(F)(F)F)cc4)CC3)cc2)c1=O. As a reaction SMILES: [CH3:1][n:2]1[n:3][cH:4][n:5](-[c:8]2[cH:9][cH:10][c:11]([CH2:14][Br:15])[cH:12][cH:13]2)[c:6]1=[O:7].[CH3:55][S:56](=[O:57])[CH3:58].[CH:46]([N:47]([CH2:48][CH3:49])[CH:50]([CH3:51])[CH3:52])([CH3:53])[CH3:54].[F:16][C:17]([O:18][c:19]1[cH:20][cH:21][c:22]([C:25]([CH:26]2[CH2:27][CH2:28][NH:29][CH2:30][CH2:31]2)([OH:32])[c:33]2[cH:34][cH:35][c:36]([O:39][C:40]([F:41])([F:42])[F:43])[cH:37][cH:38]2)[cH:23][cH:24]1)([F:44])[F:45]>>[CH3:1][n:2]1[n:3][cH:4][n:5](-[c:8]2[cH:9][cH:10][c:11]([CH2:14][N:29]3[CH2:28][CH2:27][CH:26]([C:25]([c:22]4[cH:21][cH:20][c:19]([O:18][C:17]([F:16])([F:44])[F:45])[cH:24][cH:23]4)([OH:32])[c:33]4[cH:34][cH:35][c:36]([O:39][C:40]([F:41])([F:42])[F:43])[cH:37][cH:38]4)[CH2:31][CH2:30]3)[cH:12][cH:13]2)[c:6]1=[O:7]. Starting materials: CC(=O)Cl, C1CCOC1, CCCCC, COc1ccccc1C1(c2nc(-c3ccc(Cl)cc3Cl)cs2)CC1, O. Yields the product COc1ccccc1C1(c2nc(-c3ccc(Cl)cc3Cl)c(C(C)=O)s2)CC1. As a reaction SMILES: [C:25]([CH3:26])(=[O:27])[Cl:28].[CH2:30]1[O:31][CH2:32][CH2:33][CH2:34]1.[CH3:35][CH2:36][CH2:37][CH2:38][CH3:39].[Cl:1][c:2]1[c:3](-[c:9]2[n:10][c:11]([C:14]3([c:17]4[c:18]([O:23][CH3:24])[cH:19][cH:20][cH:21][cH:22]4)[CH2:15][CH2:16]3)[s:12][cH:13]2)[cH:4][cH:5][c:6]([Cl:8])[cH:7]1.[OH2:29]>>[Cl:1][c:2]1[c:3](-[c:9]2[n:10][c:11]([C:14]3([c:17]4[c:18]([O:23][CH3:24])[cH:19][cH:20][cH:21][cH:22]4)[CH2:15][CH2:16]3)[s:12][c:13]2[C:25]([CH3:26])=[O:27])[cH:4][cH:5][c:6]([Cl:8])[cH:7]1. The reactants are COC(=O)C1CC2=CC=CC=C2C1 (indan-2-carboxylic acid methyl ester), FC(OC1=CC=C(C=C1)N1CC2CCCC(C1)N2)(F)F (3-(4-trifluoromethoxy-phenyl)-3,9-diaza-bicyclo[3.3.1]nonane), COC(=O)C1CC2=CC=CC(=C2C1)S(=O)(=O)Cl (4-chlorosulfonyl-indan-2(R,S)-carboxylic acid methyl ester), C([O-])([O-])=O.[K+].[K+] (potassium carbonate). The solvent is C(C)#N (acetonitrile). Run at temperature 50 celsius. The product is COC(=O)C1CC2=CC=CC(=C2C1)S(=O)(=O)N1C2CN(CC1CCC2)C2=CC=C(C=C2)OC(F)(F)F (4-[3-(4-trifluoromethoxy-phenyl)-3,9-diaza-bicyclo[3.3.1]nonane-9-sulfonyl]-indan-2-carboxylic acid methyl ester). Reaction SMILES: COC(C1CC2C(=CC=CC=2)C1)=O.[F:14][C:15]([F:33])([F:32])[O:16][C:17]1[CH:22]=[CH:21][C:20]([N:23]2[CH2:30][CH:29]3[NH:31][CH:25]([CH2:26][CH2:27][CH2:28]3)[CH2:24]2)=[CH:19][CH:18]=1.[CH3:34][O:35][C:36]([CH:38]1[CH2:46][C:45]2[C:40](=[CH:41][CH:42]=[CH:43][C:44]=2[S:47](Cl)(=[O:49])=[O:48])[CH2:39]1)=[O:37].C(=O)([O-])[O-].[K+].[K+]>C(#N)C>[CH3:34][O:35][C:36]([CH:38]1[CH2:46][C:45]2[C:40](=[CH:41][CH:42]=[CH:43][C:44]=2[S:47]([N:31]2[CH:29]3[CH2:28][CH2:27][CH2:26][CH:25]2[CH2:24][N:23]([C:20]2[CH:21]=[CH:22][C:17]([O:16][C:15]([F:14])([F:32])[F:33])=[CH:18][CH:19]=2)[CH2:30]3)(=[O:49])=[O:48])[CH2:39]1)=[O:37] |f:3.4.5|. Reported procedure: 4-|3-(4-trifluoromethoxy-phenyl)-3,9-diaza-bicyclo|3.3.1|nonane-9-sulfonyl|-indan-2-carboxylic acid methyl ester: A mixture of 3-(4-trifluoromethoxy-phenyl)-3,9-diaza-bicyclo[3.3.1]nonane (60 mg, 0.21 mmol), 4-chlorosulfonyl-indan-2(R,S)-carboxylic acid methyl ester (120 mg, 0.44 mmol), potassium carbonate (200 mg, 1.4 mmol), and acetonitrile (3 mL) were heated at 50° C. for 2 h. The mixture was filtered through Celite, concentrated, and purified by silica gel chromatography (9:1→4:1; hexanes:et... The reactants are NC1=CC=C(C=C1)CC(C(=O)O)C1=CC(=CC=C1)C(F)(F)F (3-(4-amino-phenyl)-2-(3-trifluoromethyl-phenyl)-propionic acid), Cl (hydrochloric acid), N(=O)[O-].[Na+] (sodium nitrite), [Na] (sodium), C(C)OC(S)=S (dithiocarbonic acid O-ethyl ester), [OH-].[Na+] (sodium hydroxide). Run in O (water), C(C)(=O)OCC (ethyl acetate), O (water), O (water). Conditions: time 2 hour. Yields the product SC1=CC=C(C=C1)CC(C(=O)O)C1=CC(=CC=C1)C(F)(F)F (3-(4-Mercapto-phenyl)-2-(3-trifluoromethyl-phenyl)-propionic acid). The yield is 72.5%. As a reaction SMILES: N[C:2]1[CH:7]=[CH:6][C:5]([CH2:8][CH:9]([C:13]2[CH:18]=[CH:17][CH:16]=[C:15]([C:19]([F:22])([F:21])[F:20])[CH:14]=2)[C:10]([OH:12])=[O:11])=[CH:4][CH:3]=1.Cl.N([O-])=O.[Na+].[Na].C(OC(=S)[SH:33])C.[OH-].[Na+]>O.C(OCC)(=O)C>[SH:33][C:2]1[CH:7]=[CH:6][C:5]([CH2:8][CH:9]([C:13]2[CH:18]=[CH:17][CH:16]=[C:15]([C:19]([F:22])([F:21])[F:20])[CH:14]=2)[C:10]([OH:12])=[O:11])=[CH:4][CH:3]=1 |f:2.3,6.7,^1:27|. Procedure: To a suspension of 3-(4-amino-phenyl)-2-(3-trifluoromethyl-phenyl)-propionic acid (4.0 g, 12.9 mmol) in water (50 ml) and hydrochloric acid (2.8 ml, 32.3 mmol) at 0-5° C. was added sodium nitrite (0.89 g, 12.9 mmol) in water (20 ml). The reaction mixture was warmed to room temperature and poured in a solution of the sodium salt of dithiocarbonic acid O-ethyl ester (4.14 g, 25.8 mmol) in water (20 ml). The reaction mixture was stirred at 60° C. for 2 hours and the precipitate (resin) was solved w... Starting materials: OCCC1CNCCN1Cc1ccccc1, C1CCOC1, CCOC(=O)N=NC(=O)OCC, c1ccc(P(c2ccccc2)c2ccccc2)cc1. The product is c1ccc(CN2CCN3CCC2C3)cc1. RXN SMILES: [CH2:32]([c:33]1[cH:34][cH:35][cH:36][cH:37][cH:38]1)[N:39]1[CH:40]([CH2:45][CH2:46][OH:47])[CH2:41][NH:42][CH2:43][CH2:44]1.[CH2:48]1[O:49][CH2:50][CH2:51][CH2:52]1.[O:1]=[C:2]([O:3][CH2:4][CH3:5])[N:6]=[N:7][C:8]([O:9][CH2:10][CH3:11])=[O:12].[c:13]1([P:14]([c:15]2[cH:16][cH:17][cH:18][cH:19][cH:20]2)[c:21]2[cH:22][cH:23][cH:24][cH:25][cH:26]2)[cH:27][cH:28][cH:29][cH:30][cH:31]1>>[CH2:32]([c:33]1[cH:34][cH:35][cH:36][cH:37][cH:38]1)[N:39]1[CH:40]2[CH2:41][N:42]([CH2:43][CH2:44]1)[CH2:46][CH2:45]2.